From a dataset of the Open Reaction Database (ORD), a public repository of structured organic reaction records. describe an organic reaction: reactants, conditions, products, and yield The reactants are NC[C@@H](C)O ((R)-1-amino-2-propanol), O=CCC1C2(C3=CC=C(C=C3C1=O)OC)CCCC2 ((RS)-2'-(2-oxoethyl)-5'-methoxy-2',3'-dihydro-spiro[cyclopentane-1,1'-[1H]indene]-3'-one), O (water). Reagents/catalysts: C1(=CC=C(C=C1)S(=O)(=O)O)C (p-toluenesulfonic acid). Solvent: C1(=CC=CC=C1)C (toluene), C1(=CC=CC=C1)C (toluene). Run at time 45 minute. Yields the product COC1=CC=C2C3(C4=C(N(C=C4)C[C@@H](C)O)C2=C1)CCCC3 ((R)-1-[7'-methoxy-1',4'-dihydro-spiro[cyclopentane-1,4'-indeno[1,2-b]pyrrole]-1'-yl]-propan-2-ol). The yield is 66.7%. As a reaction SMILES: O=[CH:2][CH2:3][CH:4]1[C:12](=O)[C:11]2[C:6](=[CH:7][CH:8]=[C:9]([O:14][CH3:15])[CH:10]=2)[C:5]21[CH2:19][CH2:18][CH2:17][CH2:16]2.O.[NH2:21][CH2:22][C@H:23]([OH:25])[CH3:24]>C1(C)C=CC=CC=1.C1(C)C=CC(S(O)(=O)=O)=CC=1>[CH3:15][O:14][C:9]1[CH:10]=[C:11]2[C:6]([C:5]3([CH2:19][CH2:18][CH2:17][CH2:16]3)[C:4]3[CH:3]=[CH:2][N:21]([CH2:22][C@H:23]([OH:25])[CH3:24])[C:12]=32)=[CH:7][CH:8]=1. Reported procedure: A solution of 2.58 g of (RS)-2'-(2-oxoethyl)-5'-methoxy-2',3'-dihydro-spiro[cyclopentane-1,1'-[1H]indene]-3'-one and 80 mg of p-toluenesulfonic acid in 70 ml of anhydrous toluene was heated on a water separator. A solution of 3.0 g of (R)-1-amino-2-propanol in 20 ml of anhydrous toluene was added dropwise to the boiling solution over a period of 5 minutes. Subsequently, the mixture was boiled for an additional 45 minutes, during which the solvent was reduced to a volume of 20 ml. The cooled reac... Procedure: To a solution of (±)-5′-amino-6′-nitro-spiro[imidazolidine-4,2′-indane]-2,5-dione from Step A (15 mg, 0.054 mmol) in MeOH (5 mL) was added 10% Pd/C (5 mg) and the reaction mixture was stirred vigorously under hydrogen (ca. 1 atm). After 2 h, the catalyst was filtered off and the filtrate was concentrated in vacuo to yield the title compound. MS: m/z=247 (M+1). Run at time 2 hour. The reactants are NC=1C=C2CC3(CC2=CC1[N+](=O)[O-])N(C(NC3=O)=O)C ((±)-5′-Amino-6′-nitro-3-methyl-spiro[imidazolidine-4,2′-indane]-2,5-dione). The solvent is CO (MeOH). The reagents and catalysts are [Pd] (Pd/C). Product: NC=1C=C2CC3(CC2=CC1N)N(C(NC3=O)=O)C (5′,6′-Diamino-3-methyl-spiro[imidazolidine-4,2′-indane]-2,5-dione). RXN SMILES: [NH2:1][C:2]1[CH:3]=[C:4]2[C:8](=[CH:9][C:10]=1[N+:11]([O-])=O)[CH2:7][C:6]1([C:17](=[O:18])[NH:16][C:15](=[O:19])[N:14]1[CH3:20])[CH2:5]2>CO.[Pd]>[NH2:1][C:2]1[CH:3]=[C:4]2[C:8](=[CH:9][C:10]=1[NH2:11])[CH2:7][C:6]1([C:17](=[O:18])[NH:16][C:15](=[O:19])[N:14]1[CH3:20])[CH2:5]2. Reactants: C1CCOC1, CC(=O)Cl, CCN(C(C)C)C(C)C, Nc1ccc2c(c1)C(=C1C(=O)Nc3ccc(Cl)cc31)OC2. Product: CC(=O)Nc1ccc2c(c1)C(=C1C(=O)Nc3ccc(Cl)cc31)OC2. Reaction SMILES: [CH2:35]1[O:36][CH2:37][CH2:38][CH2:39]1.[CH3:31][C:32]([Cl:33])=[O:34].[CH:22]([N:23]([CH2:24][CH3:25])[CH:26]([CH3:27])[CH3:28])([CH3:29])[CH3:30].[NH2:1][c:2]1[cH:3][cH:4][c:5]2[c:9]([cH:10]1)[C:8](=[C:11]1[C:12](=[O:21])[NH:13][c:14]3[cH:15][cH:16][c:17]([Cl:20])[cH:18][c:19]31)[O:7][CH2:6]2>>[NH:1]([c:2]1[cH:3][cH:4][c:5]2[c:9]([cH:10]1)[C:8](=[C:11]1[C:12](=[O:21])[NH:13][c:14]3[cH:15][cH:16][c:17]([Cl:20])[cH:18][c:19]31)[O:7][CH2:6]2)[C:32]([CH3:31])=[O:34]. The reactants are CN(C)C=O (DMF), C(C(=O)Cl)(=O)Cl (oxalyl chloride), ClC1=C(C(=O)O)C=CC(=N1)C (2-chloro-6-methylnicotinic acid). Run in ClCCl (dichloromethane). Conditions: time 5 hour. The product is ClC1=C(C(=O)OC)C=CC(=N1)C (Methyl 2-chloro-6-methylnicotinate). RXN SMILES: [Cl:1][C:2]1[N:10]=[C:9]([CH3:11])[CH:8]=[CH:7][C:3]=1[C:4]([OH:6])=[O:5].[CH3:12]N(C=O)C.C(Cl)(=O)C(Cl)=O>ClCCl>[Cl:1][C:2]1[N:10]=[C:9]([CH3:11])[CH:8]=[CH:7][C:3]=1[C:4]([O:6][CH3:12])=[O:5]. Reported procedure: To a suspension of 2-chloro-6-methylnicotinic acid (5.3 g, 30.8 mmol) in dichloromethane (100 ml) at 0° C. were added DMF (1 ml) and oxalyl chloride (3.2 ml, 36.9 mmol). The mixture was allowed to warmn to room temperature and stirred for 5 h. The solvents were removed in vacuo and the residue was dissolved in dichloromethane (50 ml) and methanol (50 ml). The mixture was stirred at room temperature for 18 h and then concentrated in vacuo. The residue was dissolved in chloroform, washed with satu... Starting materials: COC1=C(C=O)C=CC(=C1)N(CC)CC (2-methoxy-4-(N,N-diethylamino)benzaldehyde), [N+](=O)([O-])C (nitromethane), C(C)(=O)[O-].[NH4+] (ammonium acetate). Run at temperature 100 celsius. Product: C(C)N(CC)C1=CC(=C(C=C[N+](=O)[O-])C=C1)OC (4-(N,N-diethyl)amino-β-nitro-2-methoxystyrene). The yield is 44.0%. As a reaction SMILES: [CH3:1][O:2][C:3]1[CH:10]=[C:9]([N:11]([CH2:14][CH3:15])[CH2:12][CH3:13])[CH:8]=[CH:7][C:4]=1[CH:5]=O.C([O-])(=O)C.[NH4+].[N+:21]([CH3:24])([O-:23])=[O:22]>>[CH2:12]([N:11]([C:9]1[CH:8]=[CH:7][C:4]([CH:5]=[CH:24][N+:21]([O-:23])=[O:22])=[C:3]([O:2][CH3:1])[CH:10]=1)[CH2:14][CH3:15])[CH3:13] |f:1.2|. Reported procedure: A solution was prepared by dissolving 30 grams (0.14 mol) of 2-methoxy-4-(N,N-diethylamino)benzaldehyde in 150 ml of nitromethane, and added with 4 grams of ammonium acetate. The mixture wa heated at 100° C. for 5 hours under agitation. The reaction solution was then cooled on a dry ice-acetone bath until crystallization had been completed. The separated solid (crystal) was filtered off and dried in vacuum. The obtained product was recrystallized from acetonitrile for two times. An amount of 16 ...